Dataset: the Open Reaction Database (ORD), a public repository of structured organic reaction records. Task: describe an organic reaction: reactants, conditions, products, and yield Starting materials: BrC1=CC2=CC=C(C=C2C=C1)OC (2-bromo-6-methoxynapthalene), Cl (HCl), COC(Cl)Cl (dichloromethyl methyl ether). Reagents/catalysts: Cl[Ti](Cl)(Cl)Cl (TiCl4). Run in ClCCl (dichloromethane). Yields the product BrC=1C=C2C=CC(=C(C2=CC1)C=O)OC (6-Bromo-2-methoxy-1-naphthaldehyde). Reaction SMILES: [CH3:1][O:2][CH:3](Cl)Cl.[Br:6][C:7]1[CH:16]=[CH:15][C:14]2[C:9](=[CH:10][CH:11]=[C:12]([O:17]C)[CH:13]=2)[CH:8]=1.Cl>ClCCl.Cl[Ti](Cl)(Cl)Cl>[Br:6][C:7]1[CH:8]=[C:9]2[C:14](=[CH:15][CH:16]=1)[C:13]([CH:12]=[O:17])=[C:3]([O:2][CH3:1])[CH:11]=[CH:10]2. Procedure: 9.7 ml of TiCl4 (2.1 eq) and 4.2 ml of dichloromethyl methyl ether (1.1 eq) are dissolved in 20 ml of dichloromethane at 0° C. A solution of 10 g of 2-bromo-6-methoxynapthalene (1 eq) is added dropwise in such a way that the temperature does not exceed 5° C. The reaction mixture is stirred at RT over night, followed by the addition of 300 ml of 1% HCl. The organic and aqueous phases are separated, and the aqueous phase is extracted with dichloromethane. The combined organic phases are washed wit... Reactants: CCCCCN(CCCCC)C(=O)C(CCC(=O)OC)CS(=O)c1ccc(Cl)c(Cl)c1, O=C(OO)c1cccc(Cl)c1, ClCCl, [Na+], [Na+], O=S([O-])[O-]. Yields the product CCCCCN(CCCCC)C(=O)C(CCC(=O)OC)CS(=O)(=O)c1ccc(Cl)c(Cl)c1. As a reaction SMILES: [Cl:1][c:2]1[cH:3][c:4]([S:9](=[O:10])[CH2:11][CH:12]([CH2:13][CH2:14][C:15](=[O:16])[O:17][CH3:18])[C:19]([N:20]([CH2:21][CH2:22][CH2:23][CH2:24][CH3:25])[CH2:26][CH2:27][CH2:28][CH2:29][CH3:30])=[O:31])[cH:5][cH:6][c:7]1[Cl:8].[Cl:32][c:33]1[cH:34][cH:35][cH:36][c:37]([C:38]([O:39][OH:41])=[O:40])[cH:42]1.[Cl:49][CH2:50][Cl:51].[Na+:47].[Na+:48].[S:43]([O-:44])([O-:45])=[O:46]>>[Cl:1][c:2]1[cH:3][c:4]([S:9](=[O:10])([CH2:11][CH:12]([CH2:13][CH2:14][C:15](=[O:16])[O:17][CH3:18])[C:19]([N:20]([CH2:21][CH2:22][CH2:23][CH2:24][CH3:25])[CH2:26][CH2:27][CH2:28][CH2:29][CH3:30])=[O:31])=[O:40])[cH:5][cH:6][c:7]1[Cl:8]. Starting materials: ice water, CN(C=O)C (N,N-dimethylformamide), C(CCC)[Li] (butyllithium), CC(C)NC(C)C (N-(1-methylethyl)-2-propanamine), C1(=CC=CC=C1)CCN1N=CN=C1 (1-(2-phenylethyl)-1,2,4-triazole). Solvent: CCCCCC (hexane), O1CCCC1 (tetrahydrofuran), O1CCCC1 (tetrahydrofuran). Conditions: time 30 minute. Product: 7g, C1(=CC=CC=C1)CCN1N=CN=C1C=O (2-(2-phenylethyl)-2H-1,2,4-triazole-3-carboxaldehyde). The yield is 40.0%. As a reaction SMILES: C([Li])CCC.CC(NC(C)C)C.[C:13]1([CH2:19][CH2:20][N:21]2[CH:25]=[N:24][CH:23]=[N:22]2)[CH:18]=[CH:17][CH:16]=[CH:15][CH:14]=1.CN(C)[CH:28]=[O:29]>CCCCCC.O1CCCC1>[C:13]1([CH2:19][CH2:20][N:21]2[C:25]([CH:28]=[O:29])=[N:24][CH:23]=[N:22]2)[CH:14]=[CH:15][CH:16]=[CH:17][CH:18]=1. Procedure details: A solution of butyllithium in hexane (119 ml) was added dropwise at -70° C. under nitrogen to a solution of N-(1-methylethyl)-2-propanamine (26.7 ml) in tetrahydrofuran (280 ml) and the mixture was stirred for 30 minutes. 1-(2-phenylethyl)-1,2,4-triazole (0.173 mol) in tetrahydrofuran (20 ml) was added and the mixture was stirred at -70° C. for 1 hour. N,N-dimethylformamide (17.4 ml) was added dropwise and the mixture was stirred at -70° C. for 1 hour and then at room temperarure for 2 hours. Th... Reactants: CC(=O)OCCOc1nn(C)c(N)c1-c1ccc(C)cc1, c1ccncc1, O=S(=O)(Cl)c1ccccn1. The product is CC(=O)OCCOc1nn(C)c(NS(=O)(=O)c2ccccn2)c1-c1ccc(C)cc1. RXN SMILES: [C:1]([CH3:2])(=[O:3])[O:4][CH2:5][CH2:6][O:7][c:8]1[n:9][n:10]([CH3:21])[c:11]([NH2:20])[c:12]1-[c:13]1[cH:14][cH:15][c:16]([CH3:19])[cH:17][cH:18]1.[cH:32]1[cH:33][cH:34][n:35][cH:36][cH:37]1.[n:22]1[c:23]([S:28](=[O:29])(=[O:30])[Cl:31])[cH:24][cH:25][cH:26][cH:27]1>>[C:1]([CH3:2])(=[O:3])[O:4][CH2:5][CH2:6][O:7][c:8]1[n:9][n:10]([CH3:21])[c:11]([NH:20][S:28]([c:23]2[n:22][cH:27][cH:26][cH:25][cH:24]2)(=[O:29])=[O:30])[c:12]1-[c:13]1[cH:14][cH:15][c:16]([CH3:19])[cH:17][cH:18]1.